Dataset: the Open Reaction Database (ORD), a public repository of structured organic reaction records. Task: describe an organic reaction: reactants, conditions, products, and yield Starting materials: OCC=1C=C(C=C(C1)C1=CC=C(C=C1)C)C(=O)OCC (ethyl 5-(hydroxymethyl)-4′-methylbiphenyl-3-carboxylate). Reagents/catalysts: [O-2].[Mn+4].[O-2] (manganese(IV) oxide). The solvent is C(Cl)Cl (methylene chloride). Run at time 8 hour. Yields the product C(=O)C=1C=C(C=C(C1)C1=CC=C(C=C1)C)C(=O)OCC (Ethyl 5-formyl-4′-methylbiphenyl-3-carboxylate). As a reaction SMILES: [OH:1][CH2:2][C:3]1[CH:4]=[C:5]([C:16]([O:18][CH2:19][CH3:20])=[O:17])[CH:6]=[C:7]([C:9]2[CH:14]=[CH:13][C:12]([CH3:15])=[CH:11][CH:10]=2)[CH:8]=1>C(Cl)Cl.[O-2].[Mn+4].[O-2]>[CH:2]([C:3]1[CH:4]=[C:5]([C:16]([O:18][CH2:19][CH3:20])=[O:17])[CH:6]=[C:7]([C:9]2[CH:10]=[CH:11][C:12]([CH3:15])=[CH:13][CH:14]=2)[CH:8]=1)=[O:1] |f:2.3.4|. Procedure: A mixture of ethyl 5-(hydroxymethyl)-4′-methylbiphenyl-3-carboxylate (400 mg, 1.5 mmol) and manganese(IV) oxide (660 mg, 6.6 mmol) in methylene chloride (14 mL) was stirred at room temperature overnight. The reaction mixture was filtered through Celite and washed with methylene chloride. The filtrate was concentrated to afford the title compound. Starting materials: NC(=O)NC(C(=O)O)c1ccc(O)c(CCl)c1, O. Product: Cc1cc(C(NC(N)=O)C(=O)O)ccc1O. Reaction SMILES: [NH2:1][C:2](=[O:3])[NH:4][CH:5]([C:6](=[O:7])[OH:8])[c:9]1[cH:10][c:11]([CH2:16][Cl:17])[c:12]([OH:15])[cH:13][cH:14]1.[OH2:18]>>[NH2:1][C:2](=[O:3])[NH:4][CH:5]([C:6](=[O:7])[OH:8])[c:9]1[cH:10][c:11]([CH3:16])[c:12]([OH:15])[cH:13][cH:14]1. Reaction conditions: temperature 100 celsius, time 24 hour. Reported procedure: Phosphoryl trichloride (7.59 mL, 79.2 mmol) was added to 1-(3-methylpyridin-4-yl)-7H-pyrazolo[4,5-e]pyrimidin-4-one (Intermediate M2) (900 mg, 3.96 mmol) and the resulting suspension was stirred at 100° C. for 24 hours during which a solution formed. This was evaporated, triturated with ether (3×10 mL) and dried in vacuo. The resulting solid was suspended in DCM (50 mL) and stirred with 10 g of polymer supported carbonate for 2 hours. The mixture was filtered and evaporated to afford 4-chloro-1-... RXN SMILES: P(Cl)(Cl)([Cl:3])=O.[CH3:6][C:7]1[CH:8]=[N:9][CH:10]=[CH:11][C:12]=1[N:13]1[C:21]2[NH:20][CH:19]=[N:18][C:17](=O)[C:16]=2[CH:15]=[N:14]1>>[Cl:3][C:17]1[N:18]=[CH:19][N:20]=[C:21]2[N:13]([C:12]3[CH:11]=[CH:10][N:9]=[CH:8][C:7]=3[CH3:6])[N:14]=[CH:15][C:16]=12. The reactants are P(=O)(Cl)(Cl)Cl (Phosphoryl trichloride), CC=1C=NC=CC1N1N=CC=2C(N=CNC21)=O (1-(3-methylpyridin-4-yl)-7H-pyrazolo[4,5-e]pyrimidin-4-one). The product is ClC1=C2C(=NC=N1)N(N=C2)C2=C(C=NC=C2)C (4-chloro-1-(3-methylpyridin-4-yl)pyrazolo[5,4-d]pyrimidine). Isolated yield 72.0%. Reactants: FC(OC1=CC=C(C=C1)C(C(=O)O)C(C)C)F (2-(4-difluoromethoxyphenyl)-3-methylbutyric acid), [N+](=O)([O-])C1=CC=C(C=C1)C(C(CO)N(C)C)O (1-(4-nitrophenyl)-2-dimethylamino-1,3-propanediol). Run in C(C)O (ethyl alcohol). The product is FC(OC1=CC=C(C=C1)[C@@H](C(=O)O)C(C)C)F ((S)-2-(4-difluoromethoxyphenyl)-3-methylbutyric acid). Isolated yield 43.0%. As a reaction SMILES: [F:1][CH:2]([F:17])[O:3][C:4]1[CH:9]=[CH:8][C:7]([CH:10]([CH:14]([CH3:16])[CH3:15])[C:11]([OH:13])=[O:12])=[CH:6][CH:5]=1.[N+](C1C=CC(C(O)C(N(C)C)CO)=CC=1)([O-])=O>C(O)C>[F:1][CH:2]([F:17])[O:3][C:4]1[CH:5]=[CH:6][C:7]([C@H:10]([CH:14]([CH3:15])[CH3:16])[C:11]([OH:13])=[O:12])=[CH:8][CH:9]=1. Procedure details: Dissolve 50 g (0.2 mole) of 2-(4-difluoromethoxyphenyl)-3-methylbutyric acid in 150 g of ethyl alcohol and to this solution is added 0.2 mol of resolving agent 1-(4-nitrophenyl)-2-dimethylamino-1,3-propanediol. Heat the solution with stirring under reflux for 8 hours, then cool, filter, and transfer the resulting solids to 73 g of 10% hydrochloric acid. Heat the mixture with stirring at 30° C. for 2 hours and then allow the mixture to cool to room temperature. The resulting mixture is extracted ... The reactants are NC=1C=CC2=C(C(OC(N2C)=O)(CC)CC)C1 (6-amino-4,4-diethyl-1-methyl-1,4-dihydro-2H-3,1-benzoxazin-2-one), ClC1=C(C=C(C=C1)I)Cl (1,2-dichloro-4-iodobenzene). Product: ClC=1C=C(C=CC1Cl)NC=1C=CC2=C(C(OC(N2C)=O)(CC)CC)C1 (6-[(3,4-dichlorophenyl)amino]-4,4-diethyl-1-methyl-1,4-dihydro-2H-3,1-benzoxazin-2-one). Reaction SMILES: [NH2:1][C:2]1[CH:3]=[CH:4][C:5]2[N:10]([CH3:11])[C:9](=[O:12])[O:8][C:7]([CH2:15][CH3:16])([CH2:13][CH3:14])[C:6]=2[CH:17]=1.[Cl:18][C:19]1[CH:24]=[CH:23][C:22](I)=[CH:21][C:20]=1[Cl:26]>>[Cl:18][C:19]1[CH:24]=[C:23]([NH:1][C:2]2[CH:3]=[CH:4][C:5]3[N:10]([CH3:11])[C:9](=[O:12])[O:8][C:7]([CH2:15][CH3:16])([CH2:13][CH3:14])[C:6]=3[CH:17]=2)[CH:22]=[CH:21][C:20]=1[Cl:26]. Procedure details: Prepared from 6-amino-4,4-diethyl-1-methyl-1,4-dihydro-2H-3,1-benzoxazin-2-one and 1,2-dichloro-4-iodobenzene according to the coupling protocol described in example 2. 1H NMR (DMSO-d6): δ 8.43 (s, 1H), 7.40 (d, J=8.7 Hz, 1H), 7.13 (dd, J=8.6, 2.3 Hz, 1H), 7.06 (m, 2H), 6.93 (d, J=2.4 Hz, 1H), 6.89 (dd, J=8.8, 2.7 Hz, 1H), 3.27 (s, 3H), 1.98 (m, 4H), 0.82 (t, J=7.3 Hz, 6H); MS (ESI) m/z 379/381/383 ([M+H]+); MS (ESI) m/z 377/379/381 ([M−H]−). Reactants: aqueous solution, NO (hydroxylamine), CNC(C(=O)C1=C(C=CC=C1)OC1=CC=CC=C1)=O (N-methyl-2-(2-phenoxyphenyl)-2-oxoacetamide), Cl (hydrochloric acid). Solvent: C1(=CC=CC=C1)C (Toluene). Run at time 24 hour. The product is CNC(/C(=N/O)/C1=C(C=CC=C1)OC1=CC=CC=C1)=O ((E)-N-methyl-2-(2-phenoxyphenyl)-2-hydroxyiminoacetamide). The yield is 98.0%. Reaction SMILES: [NH2:1][OH:2].[CH3:3][NH:4][C:5](=[O:21])[C:6]([C:8]1[CH:13]=[CH:12][CH:11]=[CH:10][C:9]=1[O:14][C:15]1[CH:20]=[CH:19][CH:18]=[CH:17][CH:16]=1)=O.Cl>C1(C)C=CC=CC=1>[CH3:3][NH:4][C:5](=[O:21])/[C:6](/[C:8]1[CH:13]=[CH:12][CH:11]=[CH:10][C:9]=1[O:14][C:15]1[CH:20]=[CH:19][CH:18]=[CH:17][CH:16]=1)=[N:1]/[OH:2]. Procedure: Toluene (20 ml) and a 50% aqueous solution (0.71 ml, 12 mmol) of hydroxylamine were added to N-methyl-2-(2-phenoxyphenyl)-2-oxoacetamide (2.55 g, 10 mmol). The mixture was heated under reflux for 4 hours (E/Z=40/60). After cooling, conc. hydrochloric acid (3.0 ml, 30 mmol) was added, and the mixture was stirred at room temperature for 24 hours. After completion of the reaction, the resulting crystals were separated by filtration, washed with water and toluene and dried to give (E)-N-methyl-2-(2-...